Dataset: the Open Reaction Database (ORD), a public repository of structured organic reaction records. Task: describe an organic reaction: reactants, conditions, products, and yield Reactants: [N+](=O)([O-])C1=C2C(C(=O)OC2=O)=CC=C1 (3-nitrophthalic anhydride), C[C@@H](C1=CC=CC=C1)N ((S)-α-methylbenzylamine). Run in C(Cl)(Cl)Cl (chloroform). Reaction conditions: temperature 180 celsius. Product: C1(=CC=CC=C1)[C@H](C)N1C(C2=CC=CC(=C2C1=O)[N+](=O)[O-])=O ((S)-2-(1-phenylethyl)-4-nitro-1H-isoindole-1.3-dione). Isolated yield 74.9%. RXN SMILES: [N+:1]([C:4]1[CH:14]=[CH:13][CH:12]=[C:6]2[C:7]([O:9][C:10](=[O:11])[C:5]=12)=O)([O-:3])=[O:2].[CH3:15][C@H:16]([NH2:23])[C:17]1[CH:22]=[CH:21][CH:20]=[CH:19][CH:18]=1>C(Cl)(Cl)Cl>[C:17]1([C@@H:16]([N:23]2[C:10](=[O:11])[C:5]3[C:6](=[CH:12][CH:13]=[CH:14][C:4]=3[N+:1]([O-:3])=[O:2])[C:7]2=[O:9])[CH3:15])[CH:22]=[CH:21][CH:20]=[CH:19][CH:18]=1. Procedure details: 386 mg of 3-nitrophthalic anhydride and 242 mg of (S)-α-methylbenzylamine were charged in an egg-plant type flask of 50 ml, followed by stirring under heating at a temperature of 180° C. for 1.5 hours. After cooled, the reaction product was dissolved in chloroform, purified by silica gel column chromatography (eluent; methylene chloride:methanol=30:1 v/v), recrystallized from a mixed solvent of n-hexane-ethyl acetate, to obtain 443 mg of the desired product as a light yellow powder. Yield: 75%. ... The reactants are CC1(CCCCl)OCCO1, COc1ccc(CCO)cc1OC, C[N+](=O)[O-], O. The product is COc1cc2c(cc1OC)C(C)(CCCCl)OCC2. Reaction SMILES: [CH2:14]1[O:15][C:17]([CH3:18])([CH2:19][CH2:20][CH2:21][Cl:22])[O:16][CH2:23]1.[CH3:1][O:2][c:3]1[cH:4][c:5]([CH2:11][CH2:12][OH:13])[cH:6][cH:7][c:8]1[O:9][CH3:10].[N+:25]([CH3:26])([O-:27])=[O:28].[OH2:24]>>[CH3:1][O:2][c:3]1[cH:4][c:5]2[c:6]([cH:7][c:8]1[O:9][CH3:10])[C:17]([CH3:18])([CH2:19][CH2:20][CH2:21][Cl:22])[O:13][CH2:12][CH2:11]2.